This data is from the Open Reaction Database (ORD), a public repository of structured organic reaction records. The task is: describe an organic reaction: reactants, conditions, products, and yield The reactants are O=[Ag], ClCCl, [I-], [K+], OCCO, Cc1ccc(S(=O)(=O)Cl)cc1. Product: Cc1ccc(S(=O)(=O)OCCO)cc1. As a reaction SMILES: [Ag:21]=[O:22].[CH2:18]([Cl:19])[Cl:20].[I-:6].[K+:5].[OH:1][CH2:2][CH2:3][OH:4].[c:7]1([CH3:17])[cH:8][cH:9][c:10]([S:13](=[O:14])(=[O:15])[Cl:16])[cH:11][cH:12]1>>[OH:1][CH2:2][CH2:3][O:4][S:13]([c:10]1[cH:9][cH:8][c:7]([CH3:17])[cH:12][cH:11]1)(=[O:14])=[O:15]. Starting materials: C(C)(C)(C)N1N=CC(=C(C1=O)Br)Br (2-tert.-butyl-4,5-dibromo-3(2H)-pyridazinone), [SH-].[Na+] (sodium hydrosulfide), Cl (hydrochloric acid). Solvent: O (water). Conditions: temperature 60 celsius, time 4 hour. The product is C(C)(C)(C)N1N=CC(=C(C1=O)Br)S (2-tert.-butyl-4-bromo-5-mercapto-3(2H)-pyridazinone). Isolated yield 30.4%. RXN SMILES: [C:1]([N:5]1[C:10](=[O:11])[C:9]([Br:12])=[C:8](Br)[CH:7]=[N:6]1)([CH3:4])([CH3:3])[CH3:2].[SH-:14].[Na+].Cl>O>[C:1]([N:5]1[C:10](=[O:11])[C:9]([Br:12])=[C:8]([SH:14])[CH:7]=[N:6]1)([CH3:4])([CH3:3])[CH3:2] |f:1.2|. Reported procedure: To 200 ml of water were added 31.0 g of 2-tert.-butyl-4,5-dibromo-3(2H)-pyridazinone and 15.8 g of 70% sodium hydrosulfide. After stirring at 60° C. for 4 hours, the resulting mixture was allowed to cool to room temperature and incorporated with about 8 ml of concentrated hydrochloric acid to lower the pH of the liquid to not higher than 2. The resulting solid was filtered off, washed with water, dried and then recrystallized from benzene/n-hexane to give 8.0g of the intended product as white cr... Reactants: C(=O)(OCC)CC1CCC(=CC1=O)C1=CC=CC=C1 (6-(Carbethoxymethyl)-3-phenyl-2-cyclohexen-1-one). The reagents and catalysts are [Pd] (palladium on carbon). Solvent: C(C)(=O)OCC (ethyl acetate). Yields the product C(=O)(OCC)CC1CCC(CC1=O)C1=CC=CC=C1 (6-(carbethoxymethyl)-3-phenylcyclohexanone). The yield is 70.5%. As a reaction SMILES: [C:1]([CH2:6][CH:7]1[C:12](=[O:13])[CH:11]=[C:10]([C:14]2[CH:19]=[CH:18][CH:17]=[CH:16][CH:15]=2)[CH2:9][CH2:8]1)([O:3][CH2:4][CH3:5])=[O:2]>[Pd].C(OCC)(=O)C>[C:1]([CH2:6][CH:7]1[C:12](=[O:13])[CH2:11][CH:10]([C:14]2[CH:19]=[CH:18][CH:17]=[CH:16][CH:15]=2)[CH2:9][CH2:8]1)([O:3][CH2:4][CH3:5])=[O:2]. Procedure: 6-(Carbethoxymethyl)-3-phenyl-2-cyclohexen-1-one (2.11 g) was added to a mixture of 0.2 g of 10% palladium on carbon in 30 ml of ethyl acetate. The reaction mixture was hydrogenated under a hydrogen atmosphere (maximum pressure 45 psi) for 41 hours. The mixture was filtered through celite, and the solvent was removed under reduced pressure. The recovered crude oil product was purified by chromatography on silica gel eluted with 5% ethyl acetate in hexane to provide 1.5 g (71%) of 6-(carbethoxyme... Reactants: CC(=C)CCl (2-methyl-3-chloropropene), OC=1C=C(C(=O)OCC)C=CC1 (ethyl 3-hydroxybenzoate), C([O-])([O-])=O.[K+].[K+] (potassium carbonate), O (water). The solvent is C1CCOC1 (THF), CN(C)C=O (DMF). The product is C(C)OC(C1=CC(=CC=C1)OC=C(C)C)=O (Ethyl-3-(2-methylpropenyloxy)benzoate). Reaction SMILES: [CH3:1][C:2]([CH2:4]Cl)=[CH2:3].[OH:6][C:7]1[CH:8]=[C:9]([CH:15]=[CH:16][CH:17]=1)[C:10]([O:12][CH2:13][CH3:14])=[O:11].C(=O)([O-])[O-].[K+].[K+].O>C1COCC1.CN(C=O)C>[CH2:13]([O:12][C:10](=[O:11])[C:9]1[CH:15]=[CH:16][CH:17]=[C:7]([O:6][CH:1]=[C:2]([CH3:4])[CH3:3])[CH:8]=1)[CH3:14] |f:2.3.4|. Procedure details: A mixture of 2-methyl-3-chloropropene (64.2 g, 710 mmol), ethyl 3-hydroxybenzoate (48.21 g, 590 mmol), and potassium carbonate (122.3 g, 890 mmol) in THF (600 ml) and DMF (600 ml) was heated to reflux for 6 hr. The mixure was poured into water (3 L) and extracted with ethyl acetate three times. The ethyl acetate extracts were combined and washed with water and dried with brine. The ethyl acetate extracts were concentrated in vacuo to a yellow oil that was vacuum distilled to a clear oil (112.9 g... Reactants: C=CC1CO1 (Butadiene monoepoxide), S(O)(O)(=O)=O (sulfuric acid), C=CC1CO1 (butadiene monoepoxide). Run in C(C)(C)(C)O (tert-butanol). Product: OCC(C=C)OC(C)(C)C (1-Hydroxy-2-tert-butoxy-3-butene). Isolated yield 43.3%. RXN SMILES: S(=O)(=O)(O)O.[CH2:6]=[CH:7][CH:8]1[O:10][CH2:9]1>C(O)(C)(C)C>[OH:10][CH2:8][CH:8]([O:10][C:9]([CH3:9])([CH3:6])[CH3:7])[CH:7]=[CH2:6]. Reported procedure: Concentrated sulfuric acid (18M; 0.1 mL; 2 mmol; 0.02 equiv.) was added to 80 mL of tert-butanol. Butadiene monoepoxide (8.05 mL; 100 mmol) was added and the reaction mixture was heated to reflux overnight (15 h) to completely consume butadiene monoepoxide by GC analysis. The reaction mixture was concentrated at reduced pressure and the residue was dissolved in ether (40 mL) and washed with saturated aqueous NaHCO3 (2×10 mL). The organic solution was dried (MgSO4) and concentrated, and the crude... Starting materials: C(C)(C)C=1C=C(C=CC1)NC=1SC2=C(N1)C=C(C=C2)OC (N-(3-isopropylphenyl)-5-methoxybenzo[d]thiazol-2-amine), Br (hydrobromic acid), C([O-])([O-])=O.[Na+].[Na+] (sodium carbonate). Conditions: time 10 minute. The product is C(C)(C)C=1C=C(C=CC1)NC=1SC2=C(N1)C=C(C=C2)O (2-(3-isopropylphenylamino)benzo[d]thiazol-5-ol). Reaction SMILES: [CH:1]([C:4]1[CH:5]=[C:6]([NH:10][C:11]2[S:12][C:13]3[CH:19]=[CH:18][C:17]([O:20]C)=[CH:16][C:14]=3[N:15]=2)[CH:7]=[CH:8][CH:9]=1)([CH3:3])[CH3:2].Br.C(=O)([O-])[O-].[Na+].[Na+]>>[CH:1]([C:4]1[CH:5]=[C:6]([NH:10][C:11]2[S:12][C:13]3[CH:19]=[CH:18][C:17]([OH:20])=[CH:16][C:14]=3[N:15]=2)[CH:7]=[CH:8][CH:9]=1)([CH3:3])[CH3:2] |f:2.3.4|. Reported procedure: N-(3-isopropylphenyl)-5-methoxybenzo[d]thiazol-2-amine was charged with hydrobromic acid (45%) and subjected to microwave at 170° C. for 10 minutes. Reaction was then neutralized with sodium carbonate (saturated solution) and partitioned between ethyl acetate and water. The organic layer was separated, washed with brine, dried over sodium sulfate and concentrated to give 2-(3-isopropylphenylamino)benzo[d]thiazol-5-ol. HPLC=4.63 min; MS: MH+=285.